From a dataset of the Open Reaction Database (ORD), a public repository of structured organic reaction records. describe an organic reaction: reactants, conditions, products, and yield The reactants are CCOC1=NC(=O)C2(CC(C)(C)Oc3ccc(Br)cc32)N1, CCO, N, O. The product is CC1(C)CC2(NC(N)=NC2=O)c2cc(Br)ccc2O1. Reaction SMILES: [Br:1][c:2]1[cH:3][c:4]2[c:9]([cH:10][cH:11]1)[O:8][C:7]([CH3:12])([CH3:13])[CH2:6][C:5]21[NH:14][C:15]([O:19][CH2:20][CH3:21])=[N:16][C:17]1=[O:18].[CH3:24][CH2:25][OH:26].[NH3:22].[OH2:23]>>[Br:1][c:2]1[cH:3][c:4]2[c:9]([cH:10][cH:11]1)[O:8][C:7]([CH3:12])([CH3:13])[CH2:6][C:5]21[NH:14][C:15]([NH2:22])=[N:16][C:17]1=[O:18].